This data is from the Open Reaction Database (ORD), a public repository of structured organic reaction records. The task is: describe an organic reaction: reactants, conditions, products, and yield Reactants: CC(=O)O, CCC(C)c1cc(OC)cc(S(N)(=O)=O)c1C(=O)N(CC)CC. Yields the product CCC(C)c1cc(OC)cc2c1C(=O)NS2(=O)=O. RXN SMILES: [CH3:24][C:25](=[O:26])[OH:27].[NH2:1][S:2](=[O:3])(=[O:4])[c:5]1[c:6]([C:7](=[O:8])[N:9]([CH2:10][CH3:11])[CH2:12][CH3:13])[c:14]([CH:20]([CH3:21])[CH2:22][CH3:23])[cH:15][c:16]([O:18][CH3:19])[cH:17]1>>[S:2]1(=[O:3])(=[O:4])[c:5]2[c:6]([c:14]([CH:20]([CH3:21])[CH2:22][CH3:23])[cH:15][c:16]([O:18][CH3:19])[cH:17]2)[C:7](=[O:8])[NH:9]1. Reactants: CCO, Fc1c2ccc(c1F)C(Br)OCO2, N#C[K], O. Yields the product N#CC1OCOc2ccc1c(F)c2F. As a reaction SMILES: [CH3:18][CH2:19][OH:20].[F:1][c:2]1[c:3]2[cH:12][cH:11][c:8]([c:9]1[F:10])[O:7][CH2:6][O:5][CH:4]2[Br:13].[K:14][C:15]#[N:16].[OH2:17]>>[F:1][c:2]1[c:3]2[cH:12][cH:11][c:8]([c:9]1[F:10])[O:7][CH2:6][O:5][CH:4]2[C:15]#[N:16]. Reactants: C(C)(=O)O[C@H]1[C@@H](O[C@@H]([C@H]1OC(C)=O)C=1N=NN(N1)CC)N1C2=NC(=NC(=C2N=C1)NCC(C1=CC=CC=C1)C1=CC=CC=C1)C(=O)NCCN1CCCCC1 ((2R,3R,4R,5R)-4-(acetyloxy)-2-[6-[(2,2-diphenylethyl)amino]-2-({[2-(1-piperidinyl)ethyl]amino}carbonyl)-9H-purin-9-yl]-5-(2-ethyl-2H-tetrazol-5-yl)tetrahydro-3-furanyl acetate), C([O-])([O-])=O.[Na+].[Na+] (sodium carbonate). Run in CO (methanol), O (water). The product is C1(=CC=CC=C1)C(CNC1=C2N=CN(C2=NC(=N1)C(=O)NCCN1CCCCC1)[C@@H]1O[C@@H]([C@H]([C@H]1O)O)C=1N=NN(N1)CC)C1=CC=CC=C1 (6-[(2,2-Diphenylethyl)amino]-9-[(2R,3R,4S,5R)-5-(2-ethyl-2H-tetrazol-5-yl)-3,4-dihydroxytetrahydro-2-furanyl]-N-[2-(1-piperidinyl)ethyl]-9H-purine-2-carboxamide). Yield: 76.3%. Reaction SMILES: C([O:4][C@@H:5]1[C@H:9]([O:10]C(=O)C)[C@@H:8]([C:14]2[N:15]=[N:16][N:17]([CH2:19][CH3:20])[N:18]=2)[O:7][C@H:6]1[N:21]1[CH:29]=[N:28][C:27]2[C:22]1=[N:23][C:24]([C:45]([NH:47][CH2:48][CH2:49][N:50]1[CH2:55][CH2:54][CH2:53][CH2:52][CH2:51]1)=[O:46])=[N:25][C:26]=2[NH:30][CH2:31][CH:32]([C:39]1[CH:44]=[CH:43][CH:42]=[CH:41][CH:40]=1)[C:33]1[CH:38]=[CH:37][CH:36]=[CH:35][CH:34]=1)(=O)C.C(=O)([O-])[O-].[Na+].[Na+]>CO.O>[C:33]1([CH:32]([C:39]2[CH:44]=[CH:43][CH:42]=[CH:41][CH:40]=2)[CH2:31][NH:30][C:26]2[N:25]=[C:24]([C:45]([NH:47][CH2:48][CH2:49][N:50]3[CH2:55][CH2:54][CH2:53][CH2:52][CH2:51]3)=[O:46])[N:23]=[C:22]3[C:27]=2[N:28]=[CH:29][N:21]3[C@H:6]2[C@H:5]([OH:4])[C@H:9]([OH:10])[C@@H:8]([C:14]3[N:15]=[N:16][N:17]([CH2:19][CH3:20])[N:18]=3)[O:7]2)[CH:34]=[CH:35][CH:36]=[CH:37][CH:38]=1 |f:1.2.3|. Procedure details: A solution of (2R,3R,4R,5R)-4-(acetyloxy)-2-[6-[(2,2-diphenylethyl)amino]-2-({[2-(1-piperidinyl)ethyl]amino}carbonyl)-9H-purin-9-yl]-5-(2-ethyl-2H-tetrazol-5-yl)tetrahydro-3-furanyl acetate (Preparation 27) (230 mg, 0.31 mmol) and sodium carbonate (130 mg, 1.23 mmol) in methanol (15 ml) and water (1.5 ml) was stirred at room temperature overnight. The solvent was evaporated under reduced pressure and the residue was partioned between ethyl acetate (50 ml) and water (10 ml). The organic layer was... Starting materials: O=Cc1cccc(SC(F)(F)F)c1, FC(F)(F)c1nnc2ccc(N3CCNCC3)nn12. The product is FC(F)(F)Sc1cccc(CN2CCN(c3ccc4nnc(C(F)(F)F)n4n3)CC2)c1. RXN SMILES: [F:20][C:21]([F:22])([F:23])[S:24][c:25]1[cH:26][c:27]([CH:28]=[O:29])[cH:30][cH:31][cH:32]1.[N:1]1([c:7]2[cH:8][cH:9][c:10]3[n:11]([n:12]2)[c:13]([C:16]([F:17])([F:18])[F:19])[n:14][n:15]3)[CH2:2][CH2:3][NH:4][CH2:5][CH2:6]1>>[N:1]1([c:7]2[cH:8][cH:9][c:10]3[n:11]([n:12]2)[c:13]([C:16]([F:17])([F:18])[F:19])[n:14][n:15]3)[CH2:2][CH2:3][N:4]([CH2:28][c:27]2[cH:26][c:25]([S:24][C:21]([F:20])([F:22])[F:23])[cH:32][cH:31][cH:30]2)[CH2:5][CH2:6]1.